Dataset: the Open Reaction Database (ORD), a public repository of structured organic reaction records. Task: describe an organic reaction: reactants, conditions, products, and yield Reactants: N[C@H]1C2=C(C3=C(N(C1=O)CCOCC1=CC=CC=C1)C=CC=C3)C=CC=C2 ((S)-7-amino-5-(2-benzyloxy-ethyl)-5H,7H-dibenzo[b,d]azepin-6-one), O[C@](C(=O)O)(C(=O)NCC(F)(F)F)C ((S)-2-hydroxy-2-methyl-N-(2,2,2-trifluoro-ethyl)-malonamic acid), solid. Product: C(C1=CC=CC=C1)OCCN1C2=C(C3=C([C@@H](C1=O)NC([C@@](C(=O)NCC(F)(F)F)(C)O)=O)C=CC=C3)C=CC=C2 ((S)—N—[(S)-5-(2-Benzyloxy-ethyl)-6-oxo-6,7-dihydro-5H-dibenzo[b,d]azepin-7-yl]-2-hydroxy-2-methyl-N′-(2,2,2-trifluoro-ethyl)-malonamide). As a reaction SMILES: [NH2:1][C@@H:2]1[C:8](=[O:9])[N:7]([CH2:10][CH2:11][O:12][CH2:13][C:14]2[CH:19]=[CH:18][CH:17]=[CH:16][CH:15]=2)[C:6]2[CH:20]=[CH:21][CH:22]=[CH:23][C:5]=2[C:4]2[CH:24]=[CH:25][CH:26]=[CH:27][C:3]1=2.[OH:28][C@@:29]([CH3:41])([C:33]([NH:35][CH2:36][C:37]([F:40])([F:39])[F:38])=[O:34])[C:30](O)=[O:31]>>[CH2:13]([O:12][CH2:11][CH2:10][N:7]1[C:8](=[O:9])[C@@H:2]([NH:1][C:30](=[O:31])[C@:29]([OH:28])([CH3:41])[C:33]([NH:35][CH2:36][C:37]([F:38])([F:39])[F:40])=[O:34])[C:3]2[CH:27]=[CH:26][CH:25]=[CH:24][C:4]=2[C:5]2[CH:23]=[CH:22][CH:21]=[CH:20][C:6]1=2)[C:14]1[CH:19]=[CH:18][CH:17]=[CH:16][CH:15]=1. Procedure: Using (S)-7-amino-5-(2-benzyloxy-ethyl)-5H,7H-dibenzo[b,d]azepin-6-one and (S)-2-hydroxy-2-methyl-N-(2,2,2-trifluoro-ethyl)-malonamic acid, the title compound was prepared in the same manner as described for example 1c. Colorless, amorphous solid (91%). MS: m/e=556(M+H+). Reactants: O=C([O-])[O-], CS(=O)(=O)OCCc1ccc(Cl)cc1, [K+], [K+], CN(C)C=O, CC(=O)c1ccc(O)cc1. Product: CC(=O)c1ccc(OCCc2ccc(Cl)cc2)cc1. As a reaction SMILES: [C:11](=[O:12])([O-:13])[O-:14].[CH3:17][S:18]([O:19][CH2:22][CH2:23][c:24]1[cH:25][cH:26][c:27]([Cl:30])[cH:28][cH:29]1)(=[O:20])=[O:21].[K+:15].[K+:16].[O:31]=[CH:32][N:33]([CH3:34])[CH3:35].[OH:1][c:2]1[cH:3][cH:4][c:5]([C:8]([CH3:9])=[O:10])[cH:6][cH:7]1>>[O:1]([c:2]1[cH:3][cH:4][c:5]([C:8]([CH3:9])=[O:10])[cH:6][cH:7]1)[CH2:22][CH2:23][c:24]1[cH:25][cH:26][c:27]([Cl:30])[cH:28][cH:29]1. Starting materials: BrC(Br)(Br)Br, CCOCC, CCC(O)c1cc(C(F)(F)F)on1, c1ccc(P(c2ccccc2)c2ccccc2)cc1. Yields the product CCC(Br)c1cc(C(F)(F)F)on1. RXN SMILES: [C:33]([Br:34])([Br:35])([Br:36])[Br:37].[CH3:38][CH2:39][O:40][CH2:41][CH3:42].[F:1][C:2]([c:3]1[cH:4][c:5]([CH:8]([CH2:9][CH3:10])[OH:11])[n:6][o:7]1)([F:12])[F:13].[c:14]1([P:15]([c:16]2[cH:17][cH:18][cH:19][cH:20][cH:21]2)[c:22]2[cH:23][cH:24][cH:25][cH:26][cH:27]2)[cH:28][cH:29][cH:30][cH:31][cH:32]1>>[F:1][C:2]([c:3]1[cH:4][c:5]([CH:8]([CH2:9][CH3:10])[Br:34])[n:6][o:7]1)([F:12])[F:13].